This data is from the Open Reaction Database (ORD), a public repository of structured organic reaction records. The task is: describe an organic reaction: reactants, conditions, products, and yield Reactants: OC(C1=CC=CC=C1)C1=CC2=C(C(=C2)C(=O)O)C=C1O (4-(α-hydroxybenzyl)-5-hydroxybenzocyclobutene-1-carboxylic acid), [Cr](=O)(=O)([O-])O[Cr](=O)(=O)[O-].[NH+]1=CC=CC=C1.[NH+]1=CC=CC=C1 (pyridinium dichromate). Run in ClCCl (dichloromethane), ClCCl (dichloromethane). Run at time 7 hour. Yields the product C(C1=CC=CC=C1)(=O)C1=CC2=C(C(=C2)C(=O)O)C=C1O (4-benzoyl-5-hydroxybenzocyclobutene-1-carboxylic acid). Reaction SMILES: [OH:1][CH:2]([C:9]1[C:19]([OH:20])=[CH:18][C:12]2[C:13]([C:15]([OH:17])=[O:16])=[CH:14][C:11]=2[CH:10]=1)[C:3]1[CH:8]=[CH:7][CH:6]=[CH:5][CH:4]=1.[Cr](O[Cr]([O-])(=O)=O)([O-])(=O)=O.[NH+]1C=CC=CC=1.[NH+]1C=CC=CC=1>ClCCl>[C:2]([C:9]1[C:19]([OH:20])=[CH:18][C:12]2[C:13]([C:15]([OH:17])=[O:16])=[CH:14][C:11]=2[CH:10]=1)(=[O:1])[C:3]1[CH:4]=[CH:5][CH:6]=[CH:7][CH:8]=1 |f:1.2.3|. Procedure: 3.0 g of 4-(α-hydroxybenzyl)-5-hydroxybenzocyclobutene-1-carboxylic acid are dissolved in 30 ml of dichloromethane and over a period of 10 minutes, while stirring, 30 g of pyridinium dichromate in 100 ml of dichloromethane are added dropwise thereto. Stirring is then carried out for 7 hours at room temperature, and the mixture is decanted off from the black residue, filtered over silica gel, concentrated to dryness by evaporation and crystallised from ether/hexane. 4-benzoyl-5-hydroxybenzocyclob... Reaction SMILES: [CH3:1][C:2]1[N:3]=[CH:4][NH:5][CH:6]=1.[C:7](#[N:10])[CH:8]=[CH2:9]>>[CH3:1][C:2]1[N:3]=[CH:4][N:5]([CH2:9][CH2:8][CH2:7][NH2:10])[CH:6]=1. Reactants: CC=1N=CNC1 (4-methyl-1H-imidazole), C(C=C)#N (acrylonitrile), desired intermediate. Procedure details: A mixture of 49.2 g. of 4-methyl-1H-imidazole and 75 ml. of acrylonitrile was heated on a steam bath for 6 hours and then concentrated to remove excess acrylonitrile. The residue was diluted with 400 ml. of methanol and divided into two parts. To each was added 90 ml. of ammonium hydroxide and Raney nickel catalyst. Each portion was then hydrogenated in a Parr apparatus. Each part was filtered, the filtrates combined and concentrated. The residue was concentrated from toluene. This residue was d... Product: CC=1N=CN(C1)CCCN (4-Methyl-1H-imidazole-1-propanamine). Reaction conditions: time 1 hour. The reactants are BrC1=C(C2=CC=C(C(=C2C=C1)C(F)(F)F)OC)C(=O)O (2-bromo-6-methoxy-5-trifluoromethyl-1-naphthoic acid), S(=O)(Cl)Cl (thionyl chloride), CN(C=O)C (dimethylformamide). Conditions: temperature 60 celsius, time 35 minute. Product: BrC1=C(C2=CC=C(C(=C2C=C1)C(F)(F)F)OC)C(=O)N (2-Bromo-6-methoxy-5-(trifluoromethyl)-1-naphthalenecarboxamide). As a reaction SMILES: [Br:1][C:2]1[CH:11]=[CH:10][C:9]2[C:4](=[CH:5][CH:6]=[C:7]([O:16][CH3:17])[C:8]=2[C:12]([F:15])([F:14])[F:13])[C:3]=1[C:18]([OH:20])=O.S(Cl)(Cl)=O.C[N:26](C)C=O>>[Br:1][C:2]1[CH:11]=[CH:10][C:9]2[C:4](=[CH:5][CH:6]=[C:7]([O:16][CH3:17])[C:8]=2[C:12]([F:15])([F:14])[F:13])[C:3]=1[C:18]([NH2:26])=[O:20]. Procedure details: A suspension of 2-bromo-6-methoxy-5-trifluoromethyl-1-naphthoic acid (2.0 g, 5.73 mmol, prepared by the process of Example 11, Step 2), thionyl chloride (11 mL) and dimethylformamide (40 μl, 0.095 eq) was heated with stirring at 60° C. under a dry N2 atmosphere for 35 minutes. The reaction mixture was cooled to room temperature and the thionyl chloride was removed. The solid residue was dissolved in THF (20 mL) and this solution was added dropwise to stirred, cold (0°-5° C.) ammonium hydroxide o... Starting materials: [BH4-], CCCC(=O)c1cc2c(=O)n(NS(C)(=O)=O)c(=O)[nH]c2cc1C(F)(F)F, C1CCOC1, CO, CCOC(C)=O, Cl, [Na+], O. Product: CCCC(O)c1cc2c(=O)n(NS(C)(=O)=O)c(=O)[nH]c2cc1C(F)(F)F. As a reaction SMILES: [BH4-:27].[C:1]([CH2:2][CH2:3][CH3:4])(=[O:5])[c:6]1[cH:7][c:8]2[c:9](=[O:26])[n:10]([NH:21][S:22](=[O:23])(=[O:24])[CH3:25])[c:11](=[O:20])[nH:12][c:13]2[cH:14][c:15]1[C:16]([F:17])([F:18])[F:19].[CH2:31]1[O:32][CH2:33][CH2:34][CH2:35]1.[CH3:36][OH:37].[CH3:38][CH2:39][O:40][C:41]([CH3:42])=[O:43].[ClH:30].[Na+:28].[OH2:29]>>[CH:1]([CH2:2][CH2:3][CH3:4])([OH:5])[c:6]1[cH:7][c:8]2[c:9](=[O:26])[n:10]([NH:21][S:22](=[O:23])(=[O:24])[CH3:25])[c:11](=[O:20])[nH:12][c:13]2[cH:14][c:15]1[C:16]([F:17])([F:18])[F:19]. Reactants: C1=CN2CCCC3=CC=CC1=C23 (5,6-dihydro-4H-pyrrolo[3,2,1-ij]quinoline), C(#N)[BH3-].[Na+] (sodium cyanoborohydride), [OH-].[K+] (potassium hydroxide), FC(C(=O)OC(C(F)(F)F)=O)(F)F (Trifluoroacetic anhydride). Run in CO (methanol), O (water). Reaction conditions: temperature 0 celsius, time 2 hour. Yields the product C1CN2CCCC3=CC=CC1=C23 (1,2,5,6-tetrahydro-4H-pyrrolo[3,2,1-ij]quinoline). Yield: 98.5%. Reaction SMILES: [CH:1]1[C:11]2=[C:12]3[C:7](=[CH:8][CH:9]=[CH:10]2)[CH2:6][CH2:5][CH2:4][N:3]3[CH:2]=1.C([BH3-])#N.[Na+].FC(F)(F)C(OC(=O)C(F)(F)F)=O.[OH-].[K+]>CO.O>[CH2:1]1[C:11]2=[C:12]3[C:7](=[CH:8][CH:9]=[CH:10]2)[CH2:6][CH2:5][CH2:4][N:3]3[CH2:2]1 |f:1.2,4.5|. Procedure details: A solution of 5,6-dihydro-4H-pyrrolo[3,2,1-ij]quinoline (4.0 g, 25.5 mmol) in methanol (100 ml) was treated with sodium cyanoborohydride (1.5 g, 23.9 mmol) then cooled to 0° C. Trifluoroacetic anhydride (15 ml) was added dropwise over 15 minutes, then the reaction was allowed to warm to room temperature and stirred for a further 2 hours. The reaction was basified with 5M aqueous potassium hydroxide then diluted with water (500 ml). The mixture was extracted with dichloromethane (3×100 ml) and th... The reactants are N1N=C(C2=C1C1=CC=CC=C1C2)C=2C=C(C=CC2)O (3-(1,4-dihydroindeno[1,2-c]pyrazol-3-yl)phenol), C1(OCCO1)=O (ethylene carbonate), [OH-].[Na+] (sodium hydroxide), CN(C=O)C (dimethylformamide). The solvent is C(C)(=O)OCC (ethyl acetate). Conditions: temperature 100 celsius. Product: N1N=C(C2=C1C1=CC=CC=C1C2)C=2C=C(OCCO)C=CC2 (2-[3-(1,4-dihydroindeno[1,2-c]pyrazol-3-yl)phenoxy]ethanol). RXN SMILES: [NH:1]1[C:5]2[C:6]3[C:11]([CH2:12][C:4]=2[C:3]([C:13]2[CH:14]=[C:15]([OH:19])[CH:16]=[CH:17][CH:18]=2)=[N:2]1)=[CH:10][CH:9]=[CH:8][CH:7]=3.C1(=O)O[CH2:23][CH2:22][O:21]1.[OH-].[Na+].CN(C)C=O>C(OCC)(=O)C>[NH:1]1[C:5]2[C:6]3[C:11]([CH2:12][C:4]=2[C:3]([C:13]2[CH:14]=[C:15]([CH:16]=[CH:17][CH:18]=2)[O:19][CH2:23][CH2:22][OH:21])=[N:2]1)=[CH:10][CH:9]=[CH:8][CH:7]=3 |f:2.3|. Procedure: A mixture of 3-(1,4-dihydroindeno[1,2-c]pyrazol-3-yl)phenol (0.29 g), ethylene carbonate (0.11 g), a trace of solid sodium hydroxide (spatula tip of 20-40 mesh beads) and dry dimethylformamide (3 ml) was stirred under nitrogen and heated at 100° C. for 45 minutes. The external temperature was raised to 140° C. and the mixture heated at this temperature for 3.5 hours. The reaction mixture was cooled and diluted with ethyl acetate and the mixture washed with dilute aqueous sodium hydroxide solutio... The reactants are C(C1=CC=CC=C1)N1CCC=2C=CC=NC2C1 (7-Benzyl-5,6,7,8-tetrahydro-[1,7]naphthyridine), [H][H] (hydrogen), Cl (HCl). Reagents/catalysts: [Pd] (Pd/C). The solvent is O1CCOCC1 (dioxane). The product is Cl.N1=CC=CC=2CCNCC12 (5,6,7,8-Tetrahydro-[1,7]naphthyridine hydrochloride). The yield is 65.0%. RXN SMILES: C([N:8]1[CH2:17][C:16]2[N:15]=[CH:14][CH:13]=[CH:12][C:11]=2[CH2:10][CH2:9]1)C1C=CC=CC=1.[ClH:18].[H][H]>O1CCOCC1.[Pd]>[ClH:18].[N:15]1[C:16]2[CH2:17][NH:8][CH2:9][CH2:10][C:11]=2[CH:12]=[CH:13][CH:14]=1 |f:5.6|. Procedure: A methanolic solution (25 mL) of 7-Benzyl-5,6,7,8-tetrahydro-[1,7]naphthyridine (J. Het. Chem. 2001, 38, 535) (1.5 g, 6.69 mmol) was degassed with argon for 20 min followed by the addition of 4N HCl in dioxane (2 mL) and Pd/C (300 mg, 20 wt %) and stirred under 50 psi hydrogen pressure at room temperature for 24 h. After completion of the reaction the mixture was filtered on a short pad of celite and washed with methanol (4×25 mL). The filtrate was evaporated to dryness in vacuo and crystallized... Reactants: COC(=O)C1CCOc2cc(Oc3ccc(C(=O)O)cc3)c(C#N)cc21, CCN(C(C)C)C(C)C, O=C(Cl)C(=O)Cl, NOCc1ccc(Cl)cc1, ClCCl, CN(C)C=O. Product: COC(=O)C1CCOc2cc(Oc3ccc(C(=O)NOCc4ccc(Cl)cc4)cc3)c(C#N)cc21. As a reaction SMILES: [C:1](#[N:2])[c:3]1[cH:4][c:5]2[c:10]([cH:11][c:12]1[O:13][c:14]1[cH:15][cH:16][c:17]([C:18](=[O:19])[OH:20])[cH:21][cH:22]1)[O:9][CH2:8][CH2:7][CH:6]2[C:23](=[O:24])[O:25][CH3:26].[CH:43]([N:44]([CH2:45][CH3:46])[CH:47]([CH3:48])[CH3:49])([CH3:50])[CH3:51].[Cl:27][C:28]([C:29]([Cl:30])=[O:31])=[O:32].[Cl:33][c:34]1[cH:35][cH:36][c:37]([CH2:38][O:39][NH2:40])[cH:41][cH:42]1.[Cl:52][CH2:53][Cl:54].[O:55]=[CH:56][N:57]([CH3:58])[CH3:59]>>[C:1](#[N:2])[c:3]1[cH:4][c:5]2[c:10]([cH:11][c:12]1[O:13][c:14]1[cH:15][cH:16][c:17]([C:18](=[O:20])[NH:40][O:39][CH2:38][c:37]3[cH:36][cH:35][c:34]([Cl:33])[cH:42][cH:41]3)[cH:21][cH:22]1)[O:9][CH2:8][CH2:7][CH:6]2[C:23](=[O:24])[O:25][CH3:26].